Dataset: the Open Reaction Database (ORD), a public repository of structured organic reaction records. Task: describe an organic reaction: reactants, conditions, products, and yield Reactants: CN(C=O)C (dimethylformamide), C(CC1=CC=CC=C1)NC(C(=CC1=C(C=C(C(=C1)OC)OC)N)C)=O (3-(2-amino-4,5-dimethoxyphenyl)-2-methyl-2-propenoic acid phenethyl amide), [N+](=O)([O-])C1=CC=C(C=C1)OC(C(=CC1=C(C=CC=C1)N)C)=O (3-(2-aminophenyl)-2-methyl-2-propenoic acid p-nitrophenyl ester), C1=C(C=CC2=CC=CC=C12)N (2-naphtylamine). The solvent is C(C)(=O)OCC (ethyl acetate), C(Cl)Cl.CO (methylene chloride methanol), O (water), C(C)N(CC)CC (triethylamine), C(C)(=O)OCC (ethyl acetate). Product: C1=C(C=CC2=CC=CC=C12)CNC(C(=CC1=C(C=CC=C1)N)C)=O (N-(2-naphtyl)methyl 3-(2-aminophenyl)-2-methyl-2-propenamide). The yield is 199.7%. Reaction SMILES: CN(C)C=O.[CH2:6]([NH:14][C:15](=[O:30])[C:16]([CH3:29])=[CH:17][C:18]1[CH:23]=[C:22](OC)[C:21](OC)=[CH:20][C:19]=1[NH2:28])CC1C=CC=CC=1.[N+](C1C=CC(OC(=O)C(C)=CC2C=CC=CC=2N)=CC=1)([O-])=O.[CH:53]1[C:62]2[C:57](=[CH:58][CH:59]=[CH:60][CH:61]=2)[CH:56]=[CH:55][C:54]=1N>C(Cl)Cl.CO.C(OCC)(=O)C.O.C(N(CC)CC)C>[CH:53]1[C:62]2[C:57](=[CH:58][CH:59]=[CH:60][CH:61]=2)[CH:56]=[CH:55][C:54]=1[CH2:6][NH:14][C:15](=[O:30])[C:16]([CH3:29])=[CH:17][C:18]1[CH:23]=[CH:22][CH:21]=[CH:20][C:19]=1[NH2:28] |f:4.5|. Reported procedure: Into 4 ml of dimethylformamide, 0.65 g (2.2 mmol) of (E) 3-(2-aminophenyl)-2-methyl-2-propenoic acid p-nitrophenyl ester and 0.69 g (4.4 mmol) of 2-naphtylamine (manufactured by Aldrich Chemical Co., Inc.) were dissolved; and, with 0.36 ml of triethylamine (manufactured by Wako Pure Chemical Industries, Ltd.) being added thereto, the mixture was reacted at room temperature for 20 hours. After the completion of the reaction was verified by TLC, ethyl acetate and water were added to the mixture. T... Starting materials: FC1=C(C=CC(=C1)F)[C@@]1(O[C@H]1C)CN1N=CN=C1 ((2R,3S)-2-(2,4-Difluorophenyl)-3-methyl-2-(1H-1,2,4-triazol-1-yl)methyloxirane), CC=1SC=C(N1)C1=CC=C(C=C1)N1C(NN=C1)=O (4-[4-(2-methyl-4-thiazolyl)phenyl]-3(2H,4H)-1,2,4-triazolone). Yields the product FC1=C(C=CC(=C1)F)[C@]([C@@H](C)N1N=CN(C1=O)C1=CC=C(C=C1)C=1N=C(SC1)C)(CN1N=CN=C1)O (2-[(1R,2R)-2-(2,4-difluorophenyl)-2-hydroxy-1-methyl-3-(1H-1,2,4-triazol-1-yl)propyl]-4-[4-(2-methyl-4-thiazolyl)phenyl]-3(2H,4H)-1,2,4-triazolone). Reaction SMILES: [F:1][C:2]1[CH:7]=[C:6]([F:8])[CH:5]=[CH:4][C:3]=1[C@@:9]1([CH2:13][N:14]2[CH:18]=[N:17][CH:16]=[N:15]2)[C@H:11]([CH3:12])[O:10]1.[CH3:19][C:20]1[S:21][CH:22]=[C:23]([C:25]2[CH:30]=[CH:29][C:28]([N:31]3[CH:35]=[N:34][NH:33][C:32]3=[O:36])=[CH:27][CH:26]=2)[N:24]=1>>[F:1][C:2]1[CH:7]=[C:6]([F:8])[CH:5]=[CH:4][C:3]=1[C@@:9]([OH:10])([CH2:13][N:14]1[CH:18]=[N:17][CH:16]=[N:15]1)[C@H:11]([N:33]1[C:32](=[O:36])[N:31]([C:28]2[CH:27]=[CH:26][C:25]([C:23]3[N:24]=[C:20]([CH3:19])[S:21][CH:22]=3)=[CH:30][CH:29]=2)[CH:35]=[N:34]1)[CH3:12]. Reported procedure: (2R,3S)-2-(2,4-Difluorophenyl)-3-methyl-2-(1H-1,2,4-triazol-1-yl)methyloxirane was reacted with 4-[4-(2-methyl-4-thiazolyl)phenyl]-3(2H,4H)-1,2,4-triazolone in the same manner as in Working Example 2 to give 2-[(1R,2R)-2-(2,4-difluorophenyl)-2-hydroxy-1-methyl-3-(1H-1,2,4-triazol-1-yl)propyl]-4-[4-(2-methyl-4-thiazolyl)phenyl]-3(2H,4H)-1,2,4-triazolone (Compound 31). The reactants are [OH-].[Na+] (sodium hydroxide), C1(=CC=C(C=C1)N1N=CC(=N1)O)C (2-p-tolyl-4-hydroxy-2H-1,2,3-triazole), C([O-])([O-])=O.[Na+].[Na+] (sodium carbonate), [Cl-].[Na+] (sodium chloride), S(=O)(=O)(OC)OC (dimethyl sulphate). The solvent is O (water), C(Cl)Cl (methylene chloride). The product is C1(=CC=C(C=C1)N1N=CC(=N1)OC)C (2-p-tolyl-4-methoxy- 2H-1,2,3-triazole). Isolated yield 64.7%. RXN SMILES: [C:1]1([CH3:13])[CH:6]=[CH:5][C:4]([N:7]2[N:11]=[C:10]([OH:12])[CH:9]=[N:8]2)=[CH:3][CH:2]=1.[OH-].[Na+].S(OC)(O[CH3:20])(=O)=O.C(=O)([O-])[O-].[Na+].[Na+].[Cl-].[Na+]>C(Cl)Cl.O>[C:1]1([CH3:13])[CH:2]=[CH:3][C:4]([N:7]2[N:11]=[C:10]([O:12][CH3:20])[CH:9]=[N:8]2)=[CH:5][CH:6]=1 |f:1.2,4.5.6,7.8|. Procedure details: With efficient stirring, 71.5 g of 2-p-tolyl-4-hydroxy-2H-1,2,3-triazole (m.p. 178°-180° C., prepared in accordance with Synthesis 1974 (March), pp. 198-199) are added at room temperature to a mixture of 350 ml of water and 25 g of sodium hydroxide. After half an hour, 64 g of dimethyl sulphate are added dropwise to the reaction mixture over a period of half an hour, in the course of which time the reaction temperature rises to approx. 40° C. and a slighly brownish coloured emulsion forms. After... The reactants are C(C1=CC=CC=C1)(C1=CC=CC=C1)O.NC1=C(OC2=C(C(=O)[O-])C=CC=C2)C=CC(=C1)C(F)(F)F (benzhydrol 2-(2-amino-4-trifluoromethylphenoxy)benzoate), FC(C=1C=C(C=C(C1)C(F)(F)F)S(=O)(=O)Cl)(F)F (3,5-bis(trifluoromethyl)benzenesulfonyl chloride). Product: C(C1=CC=CC=C1)(C1=CC=CC=C1)O.C(CCCCCCC)S(=O)(=O)NC1=C(OC2=C(C(=O)[O-])C=CC=C2)C=CC=C1 (Benzhydrol 2-[2-(octylsulfonamido)phenoxy]benzoate). As a reaction SMILES: [CH:1]([OH:14])([C:8]1[CH:13]=[CH:12][CH:11]=[CH:10][CH:9]=1)[C:2]1[CH:7]=[CH:6][CH:5]=[CH:4][CH:3]=1.[NH2:15][C:16]1[CH:31]=[C:30](C(F)(F)F)[CH:29]=[CH:28][C:17]=1[O:18][C:19]1[CH:27]=[CH:26][CH:25]=[CH:24][C:20]=1[C:21]([O-:23])=[O:22].FC(F)(F)[C:38]1[CH:39]=[C:40]([S:48](Cl)(=[O:50])=[O:49])[CH:41]=[C:42](C(F)(F)F)[CH:43]=1>>[CH:1]([OH:14])([C:8]1[CH:9]=[CH:10][CH:11]=[CH:12][CH:13]=1)[C:2]1[CH:7]=[CH:6][CH:5]=[CH:4][CH:3]=1.[CH2:40]([S:48]([NH:15][C:16]1[CH:31]=[CH:30][CH:29]=[CH:28][C:17]=1[O:18][C:19]1[CH:27]=[CH:26][CH:25]=[CH:24][C:20]=1[C:21]([O-:23])=[O:22])(=[O:49])=[O:50])[CH2:41][CH2:42][CH2:43][CH2:38][CH2:39][CH2:1][CH3:2] |f:0.1,3.4|. Reported procedure: Following the procedure of Example 1(e) except substituting benzhydrol 2-(2-aminophenoxy)benzoate for benzhydrol 2-(2-amino-4-trifluoromethylphenoxy)benzoate and substituting 1-octanesulfonyl chloride for 3,5-bis(trifluoromethyl)benzenesulfonyl chloride, the title compound was obtained as a white solid. 1H NMR (250 MHz, CDCl3) δ8.01 (dd, 1H), 7.64 (dd, 1H), 7.47-7.52 (m, 2H), 7.00-7.33 (m, 14H), 6.85 (dd, 1H), 6.53 (dd, 1H), 2.88-2.95 (m, 2H), 1.65-1.69 (m, 2H), 1.18-1.25 (m, 10H), 0.85 (t, 3H).